Dataset: the Open Reaction Database (ORD), a public repository of structured organic reaction records. Task: describe an organic reaction: reactants, conditions, products, and yield RXN SMILES: [C:50]([OH:51])(=[O:52])[CH3:53].[C:54]([BH3-:55])#[N:56].[CH3:10][Si:11]([CH2:12][CH2:13][O:14][CH2:15][N:16]([c:17]1[c:18]([Br:39])[c:19]([CH:37]=[O:38])[n:20][c:21]2[n:22]1[n:23][cH:24][c:25]2-[c:26]1[cH:27][n:28][c:29]2[cH:30][cH:31][c:32]([F:36])[cH:33][c:34]2[cH:35]1)[CH2:40][O:41][CH2:42][CH2:43][Si:44]([CH3:45])([CH3:46])[CH3:47])([CH3:48])[CH3:49].[CH3:1][CH:2]1[O:3][CH:4]([CH3:9])[CH2:5][CH:6]([NH2:8])[CH2:7]1.[CH3:58][CH2:59][OH:60].[Cl:61][CH2:62][Cl:63].[Na+:57]>>[CH3:1][CH:2]1[O:3][CH:4]([CH3:9])[CH2:5][CH:6]([NH:8][CH2:37][c:19]2[c:18]([Br:39])[c:17]([N:16]([CH2:15][O:14][CH2:13][CH2:12][Si:11]([CH3:10])([CH3:48])[CH3:49])[CH2:40][O:41][CH2:42][CH2:43][Si:44]([CH3:45])([CH3:46])[CH3:47])[n:22]3[c:21]([n:20]2)[c:25](-[c:26]2[cH:27][n:28][c:29]4[cH:30][cH:31][c:32]([F:36])[cH:33][c:34]4[cH:35]2)[cH:24][n:23]3)[CH2:7]1. Reactants: CC(=O)O, [BH3-]C#N, C[Si](C)(C)CCOCN(COCC[Si](C)(C)C)c1c(Br)c(C=O)nc2c(-c3cnc4ccc(F)cc4c3)cnn12, CC1CC(N)CC(C)O1, CCO, ClCCl, [Na+]. Product: CC1CC(NCc2nc3c(-c4cnc5ccc(F)cc5c4)cnn3c(N(COCC[Si](C)(C)C)COCC[Si](C)(C)C)c2Br)CC(C)O1. Reaction SMILES: Br[C:2]1[N:6]2[CH:7]=[CH:8][CH:9]=[CH:10][C:5]2=[N:4][CH:3]=1.[NH2:11][C:12]1[CH:13]=[C:14](B(O)O)[CH:15]=[CH:16][CH:17]=1>CC#N.C([O-])([O-])=O.[Na+].[Na+]>[N:4]1[CH:3]=[C:2]([C:16]2[CH:17]=[C:12]([NH2:11])[CH:13]=[CH:14][CH:15]=2)[N:6]2[CH:7]=[CH:8][CH:9]=[CH:10][C:5]=12 |f:3.4.5|. Run in CC#N (CH3CN), C(=O)([O-])[O-].[Na+].[Na+] (Na2CO3). Reported procedure: A mixture of 3-bromo-imidazo[1,2-a]pyridine (2.7 g, 13.7 mmol) and 3-aminobenzeneboronic acid (2.4 g, 17.5 mmol) in CH3CN (20 ml) and 2N aqueous Na2CO3 (20 ml) was deoxygenated by evacuation then refill with N2 (×3). PdCl2dppf (500 mg, 0.68 mmol) was added and the mixture was deoxygenated again (×3). The reaction was stirred and heated at 80° C. for 8 hours. After cooling to RT the mixture was partitioned between EtOAc/H2O and then filtered through Celite®. The Celite® was washed with CH2Cl2. Th... Yield: 66.3%. Reactants: BrC1=CN=C2N1C=CC=C2 (3-bromo-imidazo[1,2-a]pyridine), NC=1C=C(C=CC1)B(O)O (3-aminobenzeneboronic acid), PdCl2dppf. Reaction conditions: temperature 80 celsius. The product is N=1C=C(N2C1C=CC=C2)C=2C=C(C=CC2)N (3-Imidazo[1,2-a]pyridin-3-yl-phenylamine). Reactants: C(C)OC(=O)C1=CNC2=CC(=C(C=C2C1=O)F)F (6,7-Difluoro-1,4-dihydro-4-oxo-quinoline-3-carboxylic acid ethyl ester), CI (methyl iodide), C([O-])([O-])=O.[K+].[K+] (potassium carbonate). Solvent: O (water). The product is C(C)OC(=O)C1=CN(C2=CC(=C(C=C2C1=O)F)F)C (6,7-Difluoro-1,4-dihydro-1-methyl-4-oxo-quinoline-3-carboxylic acid ethyl ester). Yield: 63.0%. RXN SMILES: [CH2:1]([O:3][C:4]([C:6]1[C:15](=[O:16])[C:14]2[C:9](=[CH:10][C:11]([F:18])=[C:12]([F:17])[CH:13]=2)[NH:8][CH:7]=1)=[O:5])[CH3:2].CI.[C:21](=O)([O-])[O-].[K+].[K+]>O>[CH2:1]([O:3][C:4]([C:6]1[C:15](=[O:16])[C:14]2[C:9](=[CH:10][C:11]([F:18])=[C:12]([F:17])[CH:13]=2)[N:8]([CH3:21])[CH:7]=1)=[O:5])[CH3:2] |f:2.3.4|. Reported procedure: 6,7-Difluoro-1,4-dihydro-4-oxo-quinoline-3-carboxylic acid ethyl ester (10.0 g, 39.5 mmol), methyl iodide (56 g, 395 mmol) and potassium carbonate (10.9 g, 79 mmol) were combined in dimethylsformamide and heated to 90° for 20 hours. The reaction mixture was cooled and poured into cold water (1.5 l). The precipitate was filtered, washed with cold water and recrystallized from ethyl acetate to yield the title product as white needles, m.p. 210°-212° (6.60 g, 24.7 mmol, 63% yield). The reactants are ClC1=CC=C(C=C1)C1=C(C(=NN1C1=C(C=C(C=C1)Cl)Cl)C#N)C (5-(4-chlorophenyl)-1-(2,4-dichlorophenyl)-4-methyl-1H-pyrazole-3-carbonitrile), [N-]=[N+]=[N-].[Na+] (sodium azide), [Cl-].[NH4+] (ammonium chloride). Run in CN(C=O)C (dimethylformamide). Reaction conditions: time 20 minute. The product is ClC1=CC=C(C=C1)C1=C(C(=NN1C1=C(C=C(C=C1)Cl)Cl)C1=NN=NN1)C (5-(5-(4-chlorophenyl)-1-(2,4-dichlorophenyl)-4-methyl-1H-pyrazol-3-yl)-1H-tetrazole). Yield: 97.5%. As a reaction SMILES: [Cl:1][C:2]1[CH:7]=[CH:6][C:5]([C:8]2[N:12]([C:13]3[CH:18]=[CH:17][C:16]([Cl:19])=[CH:15][C:14]=3[Cl:20])[N:11]=[C:10]([C:21]#[N:22])[C:9]=2[CH3:23])=[CH:4][CH:3]=1.[N-:24]=[N+:25]=[N-:26].[Na+].[Cl-].[NH4+]>CN(C)C=O>[Cl:1][C:2]1[CH:3]=[CH:4][C:5]([C:8]2[N:12]([C:13]3[CH:18]=[CH:17][C:16]([Cl:19])=[CH:15][C:14]=3[Cl:20])[N:11]=[C:10]([C:21]3[NH:26][N:25]=[N:24][N:22]=3)[C:9]=2[CH3:23])=[CH:6][CH:7]=1 |f:1.2,3.4|. Reported procedure: A mixture of 5-(4-chlorophenyl)-1-(2,4-dichlorophenyl)-4-methyl-1H-pyrazole-3-carbonitrile (500 mg, 1.39 mmol), sodium azide (1.08 g, 16.6 mmol) and ammonium chloride (890 mg, 16.6 mmol) dissolved in dimethylformamide (3 ml) was placed in a microwave synthesizer tube, and subjected to microwave irradiation in a Biotage® Initiator was set at 180° C. After 20 minutes, the mixture was quenched with water and extracted with ethyl acetate. The solvent of the extracted organic layer was evaporated off... Reactants: CN(CCC1NCCCC1)C (2-(2-dimethylaminoethyl)piperidine), C(C)(=O)OC1C2=CC=CC=C2OC=2C=CC=CC12 (9-acetoxyxanthene). The solvent is C1=CC=CC=C1 (benzene). Product: C1=CC=CC=2OC3=CC=CC=C3C(C12)N1C(CCCC1)CCN(C)C (1-(9-xanthenyl)-2-(2-dimethylaminoethyl)piperidine). RXN SMILES: [CH3:1][N:2]([CH3:11])[CH2:3][CH2:4][CH:5]1[CH2:10][CH2:9][CH2:8][CH2:7][NH:6]1.C(O[CH:16]1[C:29]2[CH:28]=[CH:27][CH:26]=[CH:25][C:24]=2[O:23][C:22]2[C:17]1=[CH:18][CH:19]=[CH:20][CH:21]=2)(=O)C>C1C=CC=CC=1>[CH:18]1[C:17]2[CH:16]([N:6]3[CH2:7][CH2:8][CH2:9][CH2:10][CH:5]3[CH2:4][CH2:3][N:2]([CH3:1])[CH3:11])[C:29]3[C:24](=[CH:25][CH:26]=[CH:27][CH:28]=3)[O:23][C:22]=2[CH:21]=[CH:20][CH:19]=1. Reported procedure: A solution of 3.12 g. (0.02 mole) of 2-(2-dimethylaminoethyl)piperidine and 4.8 g. (0.02 mole) of 9-acetoxyxanthene in 75 ml. of anhydrous benzene was refluxed for 20 hours. The cooled solution was washed with 100 ml. of a 5 percent aqueous sodium bicarbonate solution, dried over anhydrous potassium carbonate, filtered, and evaporated in vacuo. The residue was taken up in low boiling petroleum ether and filtered to remove dixanthenyl ether. The filtrate was chromatographed on 125 g. of alumina, ... The reactants are B(Br)(Br)Br (boron tribromide), FC1=C(C=O)C(=CC=C1F)OC (2,3-difluoro-6-methoxybenzaldehyde), O (water), CO (methanol). The solvent is ClCCl (dichloromethane), ClCCl (dichloromethane). Product: FC1=C(C=O)C(=CC=C1F)O (2,3-difluoro-6-hydroxybenzaldehyde). RXN SMILES: B(Br)(Br)Br.[F:5][C:6]1[C:13]([F:14])=[CH:12][CH:11]=[C:10]([O:15]C)[C:7]=1[CH:8]=[O:9].CO.O>ClCCl>[F:5][C:6]1[C:13]([F:14])=[CH:12][CH:11]=[C:10]([OH:15])[C:7]=1[CH:8]=[O:9]. Procedure details: A solution of boron tribromide in dichloromethane (1.0 M; 197.4 ml) was added to a solution of 2,3-difluoro-6-methoxybenzaldehyde (10.4 g; prepared in a similar manner to that described above) in dichloromethane (100 ml) under nitrogen stirring below -20° C. The resulting solution was allowed to warm to ambient temperature overnight, then methanol (200 ml) followed by water (100 ml) were added, and the mixture heated at 40° C. for 2 hours. The aqueous layer was separated and extracted with dichl... Run in C1CCOC1 (THF), C1CCOC1 (THF). Reactants: COC1=CC(=C(C[C@H](C=O)CC)C=C1)C=C ((R)-2-(4-Methoxy-2-vinylbenzyl)-butyraldehyde), [Li]C (MeLi). The reagents and catalysts are [Br-].C[P+](C1=CC=CC=C1)(C1=CC=CC=C1)C1=CC=CC=C1 (methyltriphenylphosphonium bromide). Conditions: temperature 0 celsius, time 30 minute. Yields the product C(C)[C@H](CC1=C(C=C(C=C1)OC)C=C)C=C (1-((R)-2-Ethyl-but-3-enyl)-4-methoxy-2-vinylbenzene). Procedure: MeLi (32 mL, 51 mmol, 1.6 M in diethyl ether) is added to a suspension of methyltriphenylphosphonium bromide (27.8 g, 77.8 mmol) in THF (100 mL) at 0° C. The mixture is stirred at 0° C. for 30 min. Then a solution of (R)-2-(4-Methoxy-2-vinylbenzyl)-butyraldehyde (6.12 g) in THF (50 mL) is added. The mixture is stirred at 0° C. for 1 h. The mixture is partitioned between EtOAc and aq. NH4Cl. The organic extract is dried with MgSO4, concentrated and purified to give the title compound as an oil: 1... RXN SMILES: [Li][CH3:2].[CH3:3][O:4][C:5]1[CH:16]=[CH:15][C:8]([CH2:9][C@@H:10]([CH2:13][CH3:14])[CH:11]=O)=[C:7]([CH:17]=[CH2:18])[CH:6]=1>[Br-].C[P+](C1C=CC=CC=1)(C1C=CC=CC=1)C1C=CC=CC=1.C1COCC1>[CH2:11]([C@@H:10]([CH:13]=[CH2:14])[CH2:9][C:8]1[CH:15]=[CH:16][C:5]([O:4][CH3:3])=[CH:6][C:7]=1[CH:17]=[CH2:18])[CH3:2] |f:2.3|. Starting materials: CC1=NN=C2N1C1=C(C=C2)N(C(=C1)C)CC1=CC=C(C=C1)CO ({4-[(1,7-dimethyl-6H-pyrrolo[2,3-e][1,2,4]triazolo[4,3-a]pyridin-6-yl)methyl]phenyl}methanol), Cl.N1CC(C1)O (azetidin-3-ol hydrochloride), C(C)(C)N(CC)C(C)C (diisopropylethylamine). Run at time 8 hour. Product: CC1=NN=C2N1C1=C(C=C2)N(C(=C1)C)CC1=CC=C(CN2CC(C2)O)C=C1 (1-{4-[(1,7-dimethyl-6H-pyrrolo[2,3-e][1,2,4]triazolo[4,3-a]pyridin-6-yl)methyl]benzyl}azetidin-3-ol). As a reaction SMILES: [CH3:1][C:2]1[N:6]2[C:7]3[CH:13]=[C:12]([CH3:14])[N:11]([CH2:15][C:16]4[CH:21]=[CH:20][C:19]([CH2:22]O)=[CH:18][CH:17]=4)[C:8]=3[CH:9]=[CH:10][C:5]2=[N:4][N:3]=1.Cl.[NH:25]1[CH2:28][CH:27]([OH:29])[CH2:26]1.C(N(C(C)C)CC)(C)C>>[CH3:1][C:2]1[N:6]2[C:7]3[CH:13]=[C:12]([CH3:14])[N:11]([CH2:15][C:16]4[CH:17]=[CH:18][C:19]([CH2:22][N:25]5[CH2:28][CH:27]([OH:29])[CH2:26]5)=[CH:20][CH:21]=4)[C:8]=3[CH:9]=[CH:10][C:5]2=[N:4][N:3]=1 |f:1.2|. Procedure: The title compound was prepared according to the procedures of Example 45, using the alcohol of Example 49 as starting material and using azetidin-3-ol hydrochloride (21 mg, 0.20 mmol, Oakwood) and diisopropylethylamine (34 μL, 0.20 mmol) in the displacement, which was performed overnight (10.3 mg, 58%). Starting materials: C1CCOC1, COC(=O)Cc1c(OC)ccc2c1Oc1c(ccc(OC)c1C=O)C2(C)C, CC(=O)[O-], CO, Cl, NO, [Na+], O. Reaction SMILES: [CH2:38]1[O:39][CH2:40][CH2:41][CH2:42]1.[CH3:1][O:2][c:3]1[cH:4][cH:5][c:6]2[c:15]([c:16]1[CH2:17][C:18](=[O:19])[O:20][CH3:21])[O:14][c:13]1[c:8]([cH:9][cH:10][c:11]([O:24][CH3:25])[c:12]1[CH:22]=[O:23])[C:7]2([CH3:26])[CH3:27].[CH3:29][C:30](=[O:31])[O-:32].[CH3:36][OH:37].[ClH:33].[NH2:34][OH:35].[Na+:28].[OH2:43]>>[CH3:1][O:2][c:3]1[cH:4][cH:5][c:6]2[c:15]([c:16]1[CH2:17][C:18](=[O:19])[O:20][CH3:21])[O:14][c:13]1[c:8]([cH:9][cH:10][c:11]([O:24][CH3:25])[c:12]1[CH:22]=[N:34][OH:35])[C:7]2([CH3:26])[CH3:27]. The product is COC(=O)Cc1c(OC)ccc2c1Oc1c(ccc(OC)c1C=NO)C2(C)C. The reactants are C(C)OC(C(=CN(C)C)C(C1=CC=CC=C1)=O)=O (2-benzoyl-3-dimethylamino-acrylic acid ethyl ester), Cl.OCC(=N)N (2-hydroxy-acetamidine hydrochloride). Yields the product OCC1=NC=C(C(=N1)C1=CC=CC=C1)C(=O)O (2-hydroxymethyl-4-phenyl-pyrimidine-5-carboxylic acid). Reaction SMILES: C([O:3][C:4](=[O:18])[C:5]([C:10](=O)[C:11]1[CH:16]=[CH:15][CH:14]=[CH:13][CH:12]=1)=[CH:6]N(C)C)C.Cl.[OH:20][CH2:21][C:22]([NH2:24])=[NH:23]>>[OH:20][CH2:21][C:22]1[N:24]=[C:10]([C:11]2[CH:12]=[CH:13][CH:14]=[CH:15][CH:16]=2)[C:5]([C:4]([OH:18])=[O:3])=[CH:6][N:23]=1 |f:1.2|. Reported procedure: In an analogous manner to that described in example 3b) starting from 2-benzoyl-3-dimethylamino-acrylic acid ethyl ester and 2-hydroxy-acetamidine hydrochloride followed by saponification as described in Example 3c), there was obtained 2-hydroxymethyl-4-phenyl-pyrimidine-5-carboxylic acid.